Dataset: the Open Reaction Database (ORD), a public repository of structured organic reaction records. Task: describe an organic reaction: reactants, conditions, products, and yield Starting materials: C(C)(C)(C)OC(NC1CC(C1)=O)=O (tert-butyl(3-oxocyclobutyl)carbamate), C[Si](C)(C)[N-][Si](C)(C)C.[K+] (KHMDS). The reagents and catalysts are [Br-].C[P+](C1=CC=CC=C1)(C1=CC=CC=C1)C1=CC=CC=C1 (methyl(triphenyl)phosphonium bromide). Run in O1CCCC1 (tetrahydrofuran), O1CCCC1 (tetrahydrofuran), O1CCCC1 (tetrahydrofuran), CCOC(=O)C (EtOAc). Reaction conditions: temperature -78 celsius, time 15 minute. The product is C(C)(C)(C)OC(NC1CC(C1)=C)=O (tert-butyl(3-methylidenecyclobutyl)carbamate). As a reaction SMILES: [CH3:1][Si]([N-][Si](C)(C)C)(C)C.[K+].[C:11]([O:15][C:16](=[O:23])[NH:17][CH:18]1[CH2:21][C:20](=O)[CH2:19]1)([CH3:14])([CH3:13])[CH3:12]>[Br-].C[P+](C1C=CC=CC=1)(C1C=CC=CC=1)C1C=CC=CC=1.O1CCCC1.CCOC(C)=O>[C:11]([O:15][C:16](=[O:23])[NH:17][CH:18]1[CH2:21][C:20](=[CH2:1])[CH2:19]1)([CH3:14])([CH3:13])[CH3:12] |f:0.1,3.4|. Reported procedure: To a three necked flask equipped with additional funnel which was cooled to −78° C. was added a solution of methyl(triphenyl)phosphonium bromide (43 g, 121 mmol) in anhydrous tetrahydrofuran (200 mL) under nitrogen protection. 1 M KHMDS in tetrahydrofuran (105 mL, 105 mmol) was then introduced dropwise over 40 minutes while the internal temperature was kept below −60° C. After addition, the mixture was stirred at −78° C. for 15 minutes. Then a solution of tert-butyl(3-oxocyclobutyl)carbamate (14...